Task: describe an organic reaction: reactants, conditions, products, and yield. Dataset: the Open Reaction Database (ORD), a public repository of structured organic reaction records Reaction SMILES: [CH2:1]([CH3:2])[O:3][C:4]([CH:5]=[CH:6][CH:7]=[C:8]([c:9]1[cH:10][c:11]([O:15][CH3:16])[cH:12][cH:13][cH:14]1)[c:17]1[cH:18][c:19]([O:23][CH3:24])[cH:20][cH:21][cH:22]1)=[O:25].[CH3:28][OH:29].[Na+:27].[OH-:26]>>[O:3]=[C:4]([CH:5]=[CH:6][CH:7]=[C:8]([c:9]1[cH:10][c:11]([O:15][CH3:16])[cH:12][cH:13][cH:14]1)[c:17]1[cH:18][c:19]([O:23][CH3:24])[cH:20][cH:21][cH:22]1)[OH:25]. Reactants: CCOC(=O)C=CC=C(c1cccc(OC)c1)c1cccc(OC)c1, CO, [Na+], [OH-]. The product is COc1cccc(C(=CC=CC(=O)O)c2cccc(OC)c2)c1.